This data is from the Open Reaction Database (ORD), a public repository of structured organic reaction records. The task is: describe an organic reaction: reactants, conditions, products, and yield Reactants: BrC=1C=NC=C(C1)CO (3-bromo-5-hydroxymethylpyridine), [H-].[Na+] (sodium hydride), O (water), CI (methyl iodide). The solvent is O1CCCC1 (tetrahydrofuran). Run at time 5 minute. Product: BrC=1C=NC=C(C1)COC (3-bromo-5-methoxymethylpyridine). Yield: 65.8%. Reaction SMILES: [Br:1][C:2]1[CH:3]=[N:4][CH:5]=[C:6]([CH2:8][OH:9])[CH:7]=1.[H-].[Na+].[CH3:12]I.O>O1CCCC1>[Br:1][C:2]1[CH:3]=[N:4][CH:5]=[C:6]([CH2:8][O:9][CH3:12])[CH:7]=1 |f:1.2|. Procedure details: Under a nitrogen atmosphere, a solution of 3-bromo-5-hydroxymethylpyridine (379 mg, 2.0 mmol) in dry tetrahydrofuran (10 mL) was treated at ambient temperature with sodium hydride (160 mg, 4.0 mmol, 60% dispersion in mineral oil). After stirring 5 min at ambient temperature, the opaque, yellow mixture was treated with methyl iodide (342 mg, 2.4 mmol). After stirring 2 h at ambient temperature, the mixture was added to cold water (30 mL) and extracted with diethyl ether (3×20 mL). The combined et...